Dataset: the Open Reaction Database (ORD), a public repository of structured organic reaction records. Task: describe an organic reaction: reactants, conditions, products, and yield Reactants: [OH-].[Na+] (sodium hydroxide), C1(=CC=CC=C1)CCN1C(=CC2=CC=CC=C12)C(=O)OC (Methyl 1-(2-phenylethyl)-1H-indole-2-carboxylate), Cl (hydrochloric acid). Run in [Cl-].[Na+].O (brine), CO (methanol). Conditions: time 17 hour. Product: C1(=CC=CC=C1)CCN1C(=CC2=CC=CC=C12)C(=O)O (1-(2-phenylethyl)-1H-indole-2-carboxylic acid). Isolated yield 99.3%. As a reaction SMILES: [C:1]1([CH2:7][CH2:8][N:9]2[C:17]3[C:12](=[CH:13][CH:14]=[CH:15][CH:16]=3)[CH:11]=[C:10]2[C:18]([O:20]C)=[O:19])[CH:6]=[CH:5][CH:4]=[CH:3][CH:2]=1.[OH-].[Na+].Cl>CO.[Cl-].[Na+].O>[C:1]1([CH2:7][CH2:8][N:9]2[C:17]3[C:12](=[CH:13][CH:14]=[CH:15][CH:16]=3)[CH:11]=[C:10]2[C:18]([OH:20])=[O:19])[CH:6]=[CH:5][CH:4]=[CH:3][CH:2]=1 |f:1.2,5.6.7|. Procedure details: Methyl 1-(2-phenylethyl)-1H-indole-2-carboxylate (318 mg) was dissolved in methanol (5 ml), 2M aqueous sodium hydroxide solution (1.14 ml) was added, and the mixture was stirred at room temperature for 17 hr. The aqueous layer was adjusted to pH 7 with 1M hydrochloric acid, saturated brine was added, and the mixture was extracted with ethyl acetate. The extract was washed with saturated brine, and dried over anhydrous sodium sulfate. The solvent was evaporated under reduced pressure to give 1-(2... Reagents/catalysts: O.O.O.O.O.O.[Ni](Cl)Cl (nickel(II)chloride-hexahydrate). RXN SMILES: [BH4-].[Na+].[CH3:3][C:4]1[CH:9]=[C:8]([N:10]2[CH2:14][CH:13]([N+:15]([O-])=O)[CH2:12][C:11]2=[O:18])[CH:7]=[CH:6][C:5]=1[N:19]1[CH2:25][CH2:24][CH2:23][CH2:22][O:21][C:20]1=[O:26].[C:27]([OH:33])([C:29]([F:32])([F:31])[F:30])=[O:28]>CO.O.O.O.O.O.O.[Ni](Cl)Cl>[NH2:15][CH:13]1[CH2:14][N:10]([C:8]2[CH:7]=[CH:6][C:5]([N:19]3[CH2:25][CH2:24][CH2:23][CH2:22][O:21][C:20]3=[O:26])=[C:4]([CH3:3])[CH:9]=2)[C:11](=[O:18])[CH2:12]1.[F:30][C:29]([F:32])([F:31])[C:27]([O-:33])=[O:28] |f:0.1,5.6.7.8.9.10.11,12.13|. Run in CO (methanol), CO (methanol). Run at time 5 hour. Starting materials: C(=O)(C(F)(F)F)O (TFA), [BH4-].[Na+] (sodium borohydride), nitro, [BH4-].[Na+] (sodium borohydride), [BH4-].[Na+] (sodium borohydride), CC1=C(C=CC(=C1)N1C(CC(C1)[N+](=O)[O-])=O)N1C(OCCCC1)=O (3-[2-methyl-4-(4-nitro-2-oxo-pyrrolidin-1-yl)-phenyl]-[1,3]-oxazepan-2-one). Yields the product NC1CC(N(C1)C1=CC(=C(C=C1)N1C(OCCCC1)=O)C)=O.FC(C(=O)[O-])(F)F (3-[4-(4-amino-2-oxo-pyrrolidin-1-yl)-2-methyl-phenyl]-[1,3]oxazepan-2-one trifluoroacetate). Procedure details: 36 mg (150 μmol) nickel(II)chloride-hexahydrate are dissolved in 2 ml of methanol by treatment with ultrasound and combined with 15 mg (396 μmol) sodium borohydride. 100 mg (300 μmol) of 3-[2-methyl-4-(4-nitro-2-oxo-pyrrolidin-1-yl)-phenyl]-[1,3]-oxazepan-2-one are dissolved in 2 ml of methanol and added in two batches to the reaction solution. After the first quantity has been added a further 21 mg (555 μmol) sodium borohydride are put in. Then the remaining solution of the nitro compound is ad... The reactants are CC(C(=O)NC=1C=NC=CC1)(C)C (2,2-dimethyl-N-pyridin-3-ylpropanamide), CN(C)CCN(C)C (TMEDA), [Li] (lithium), II (iodine). The solvent is O1CCCC1 (tetrahydrofuran), O1CCCC1 (tetrahydrofuran), C(C)OCC (diethyl ether). Conditions: temperature -10 celsius, time 15 minute. Product: IC1=C(C=NC=C1)NC(C(C)(C)C)=O (N-(4-Iodopyridin-3-yl)-2,2-dimethylpropanamide). Yield: 38.0%. RXN SMILES: [CH3:1][C:2]([CH3:13])([CH3:12])[C:3]([NH:5][C:6]1[CH:7]=[N:8][CH:9]=[CH:10][CH:11]=1)=[O:4].CN(CCN(C)C)C.[Li].[I:23]I>O1CCCC1.C(OCC)C>[I:23][C:11]1[CH:10]=[CH:9][N:8]=[CH:7][C:6]=1[NH:5][C:3](=[O:4])[C:2]([CH3:13])([CH3:12])[CH3:1] |^1:21|. Procedure details: A solution of 2,2-dimethyl-N-pyridin-3-ylpropanamide [(1 g, 5.61 mmol), J. Org. Chem, 48(20), 3401;1998]in tetrahydrofuran (10 mL) and diethyl ether (30 mL) was cooled to −78° C. and TMEDA (2.1 mL, 14 mmol) and nbutyl lithium (1.6M in hexane, 8.8 mL, 14 mmol,) were added dropwise. The mixture was stirred for 15 minutes and was then warmed to −10° C. and stirred for a further 2 hours. The reaction mixture was again cooled to −78° C. and a solution of iodine (3.56 g, 14 mmol) in tetrahydrofuran (1... The reactants are CCC1CC(NS(=O)(=O)C2CC2)CC1N=C=O, CCOCC, CCOC(C)=O, Cl, O. As a reaction SMILES: [CH2:1]([CH3:2])[CH:3]1[CH2:4][CH:5]([NH:11][S:12](=[O:13])(=[O:14])[CH:15]2[CH2:16][CH2:17]2)[CH2:6][CH:7]1[N:8]=[C:9]=[O:10].[CH3:19][CH2:20][O:21][CH2:22][CH3:23].[CH3:24][CH2:25][O:26][C:27]([CH3:28])=[O:29].[ClH:18].[OH2:30]>>[CH2:1]([CH3:2])[CH:3]1[CH2:4][CH:5]([NH:11][S:12](=[O:13])(=[O:14])[CH:15]2[CH2:16][CH2:17]2)[CH2:6][CH:7]1[NH2:8].[ClH:18]. Product: CCC1CC(NS(=O)(=O)C2CC2)CC1N, Cl. The reactants are Cl (HCl), BrC1=CC=C(C=C1)F (1-bromo-4-fluorobenzene), [Mg] (magnesium), CCOCC (ether), [Mg] (magnesium), C(CCC)N1CC(CCCC1)C#N (1-butyl-hexahydro-1H-azepine-3-carbonitrile). Run at time 1 hour. Product: FC1=CC=C(C=C1)C(=O)C1CN(CCCC1)CCCC (4-Fluorophenyl-(hexahydro-1-butyl-1H-azepin-3-yl)methanone). As a reaction SMILES: Br[C:2]1[CH:7]=[CH:6][C:5]([F:8])=[CH:4][CH:3]=1.[Mg].[CH2:10]([N:14]1[CH2:20][CH2:19][CH2:18][CH2:17][CH:16]([C:21]#N)[CH2:15]1)[CH2:11][CH2:12][CH3:13].Cl.CC[O:26]CC>>[F:8][C:5]1[CH:6]=[CH:7][C:2]([C:21]([CH:16]2[CH2:17][CH2:18][CH2:19][CH2:20][N:14]([CH2:10][CH2:11][CH2:12][CH3:13])[CH2:15]2)=[O:26])=[CH:3][CH:4]=1. Reported procedure: To 25 mL of dry ether under N2 add 2 g (11 mmol) of 1-bromo-4-fluorobenzene and 0.25 g (0.10 mmol) of magnesium turnings. Initiate the reaction by standard procedures. When the magnesium filings are gone add 1 g (8.0 mmol) of 1-butyl-hexahydro-1H-azepine-3-carbonitrile and reflux the reaction mixture. Monitor the reaction by thin-layer chromatography. Upon completion add 50 mL 1M HCl and stir for one hr. The layers are separated and the aqueous layer is extracted with methylene chloride (25 mL).... Reactants: O=C([O-])[O-], CN(C)C=O, ClCc1ccccn1, Cl, N#CC(C#N)CCC(F)(F)F, [K+], [K+], O. Yields the product N#CC(C#N)(CCC(F)(F)F)Cc1ccccn1. RXN SMILES: [C:10](=[O:11])([O-:12])[O-:13].[CH3:28][N:29]([CH3:30])[CH:31]=[O:32].[Cl:2][CH2:3][c:4]1[n:5][cH:6][cH:7][cH:8][cH:9]1.[ClH:1].[F:16][C:17]([CH2:18][CH2:19][CH:20]([C:21]#[N:22])[C:23]#[N:24])([F:25])[F:26].[K+:14].[K+:15].[OH2:27]>>[CH2:3]([c:4]1[n:5][cH:6][cH:7][cH:8][cH:9]1)[C:20]([CH2:19][CH2:18][C:17]([F:16])([F:25])[F:26])([C:21]#[N:22])[C:23]#[N:24]. Reaction SMILES: [Cl:1][c:2]1[c:3]([CH3:23])[cH:4][c:5]([N:8]2[CH2:9][CH:10]3[CH2:11][CH2:12][N:13]([C:16]([O:17][C:18]([CH3:19])([CH3:20])[CH3:21])=[O:22])[CH2:14][CH:15]23)[cH:6][n:7]1.[OH:24][C:25]([C:26]([F:27])([F:28])[F:29])=[O:30]>>[Cl:1][c:2]1[c:3]([CH3:23])[cH:4][c:5]([N:8]2[CH2:9][CH:10]3[CH2:11][CH2:12][NH:13][CH2:14][CH:15]23)[cH:6][n:7]1. Yields the product Cc1cc(N2CC3CCNCC32)cnc1Cl. Starting materials: Cc1cc(N2CC3CCN(C(=O)OC(C)(C)C)CC32)cnc1Cl, O=C(O)C(F)(F)F. Starting materials: CC(C)(C)c1ccccc1Br, [Li]CCCC, C=O, C1CCOC1. Product: CC(C)(C)c1ccccc1CO. Reaction SMILES: [Br:1][c:2]1[c:3]([C:8]([CH3:9])([CH3:10])[CH3:11])[cH:4][cH:5][cH:6][cH:7]1.[CH2:12]([Li:13])[CH2:14][CH2:15][CH3:16].[CH2:17]=[O:18].[CH2:19]1[O:20][CH2:21][CH2:22][CH2:23]1>>[c:2]1([CH2:17][OH:18])[c:3]([C:8]([CH3:9])([CH3:10])[CH3:11])[cH:4][cH:5][cH:6][cH:7]1.